This data is from the Open Reaction Database (ORD), a public repository of structured organic reaction records. The task is: describe an organic reaction: reactants, conditions, products, and yield The reactants are C1(CCCCC1)OC1CCN(CC1)C1=CC=C(C#N)C=C1 (4-(4-cyclohexyloxypiperidin-1-yl)benzonitrile), NNC(=S)N (thiosemicarbazide), O (water), [OH-].[Na+] (sodium hydroxide). Solvent: C1CCOC1 (THF), C(C)(=O)OCC (ethyl acetate), C1(=CC=CC=C1)C (toluene), FC(C(=O)O)(F)F (trifluroacetic acid), C(C)(=O)OCC (ethyl acetate). Run at time 7 hour. Product: NC=1SC(=NN1)C1=CC=C(C=C1)N1CCC(CC1)OC1CCCCC1 (2-amino-5-[4-[4-(cyclohexyloxy)piperidin-1-yl]phenyl]-1,3,4-thiadiazole). The yield is 71.8%. Reaction SMILES: [CH:1]1([O:7][CH:8]2[CH2:13][CH2:12][N:11]([C:14]3[CH:21]=[CH:20][C:17]([C:18]#[N:19])=[CH:16][CH:15]=3)[CH2:10][CH2:9]2)[CH2:6][CH2:5][CH2:4][CH2:3][CH2:2]1.N[NH:23][C:24]([NH2:26])=[S:25].O.[OH-].[Na+]>C1(C)C=CC=CC=1.FC(F)(F)C(O)=O.C1COCC1.C(OCC)(=O)C>[NH2:26][C:24]1[S:25][C:18]([C:17]2[CH:16]=[CH:15][C:14]([N:11]3[CH2:10][CH2:9][CH:8]([O:7][CH:1]4[CH2:6][CH2:5][CH2:4][CH2:3][CH2:2]4)[CH2:13][CH2:12]3)=[CH:21][CH:20]=2)=[N:19][N:23]=1 |f:3.4|. Reported procedure: A solution of 4-(4-cyclohexyloxypiperidin-1-yl)benzonitrile (1.90 g), thiosemicarbazide (0.91 g) in toluene (20 ml) and trifluroacetic acid (10 ml) was stirred at 60-65° C. with stirring for 7 hours. After cooling, the reaction mixture was poured into a mixture of water (100 ml) and ethyl acetate (100 ml) and adjusted to pH 10 with 1N-sodium hydroxide. The mixture was dissolved in a mixture of THF (50 ml) and ethyl acetate (100 ml). The organic layer was separated, washed with saturated aqueous ... Reactants: N[C@@H](CCCNC(N)=N)C(=O)O (L-arginine), N[C@@H](CCCCN)C(=O)O (L-lysine), O=C[C@H](O)[C@H](O)[C@H](O)CO (D-ribose). Conditions: temperature 80 celsius. Product: C1=CN(C2=NC(=NC2=C1)NCCC[C@@H](C(=O)O)N)CCCC[C@@H](C(=O)O)N (Pentosidine). Reaction SMILES: [NH2:1][C@H:2]([C:10]([OH:12])=[O:11])[CH2:3][CH2:4][CH2:5][NH:6][C:7](=[NH:9])[NH2:8].[NH2:13][C@H:14]([C:20]([OH:22])=[O:21])[CH2:15][CH2:16][CH2:17][CH2:18][NH2:19].O=[CH:24][C@@H:25]([C@@H:27]([C@@H:29]([CH2:31]O)O)O)O>>[CH:25]1[CH:27]=[C:29]2[C:31](=[N:9][C:7]([NH:6][CH2:5][CH2:4][CH2:3][C@H:2]([NH2:1])[C:10]([OH:12])=[O:11])=[N:8]2)[N:19]([CH2:18][CH2:17][CH2:16][CH2:15][C@H:14]([NH2:13])[C:20]([OH:22])=[O:21])[CH:24]=1. Procedure details: Three liters containing 100 mM each of L-arginine, L-lysine and D-ribose, at pH 7.3, Were heated for 1 hr at 80° C. The cooled mixture was poured onto a Buchner funnel filled with Dowex 50×4-400 ion-exchange resin (Aldrich Chem. Co., Inc., Milwaukee, Wisc.) equilibrated according to conditions of Boas (Boas, N. F., J. Biol. Chem., 204, pp. 553-563, 1953). The resin was washed with 2 liters each of water and 1 M pyridine, followed by elution of pentosidine-containing material with 1 liter of 2 N ...